This data is from the Open Reaction Database (ORD), a public repository of structured organic reaction records. The task is: describe an organic reaction: reactants, conditions, products, and yield Reactants: C=CCN1C(=O)C2CC2(c2ccc(NC(C)=O)cc2)C1=O, Cl, [Na+], [OH-], O. The product is C=CCN1C(=O)C2CC2(c2ccc(N)cc2)C1=O. RXN SMILES: [C:1](=[O:2])([CH3:3])[NH:4][c:5]1[cH:6][cH:7][c:8]([C:11]23[C:12](=[O:21])[N:13]([CH2:18][CH:19]=[CH2:20])[C:14](=[O:17])[CH:15]2[CH2:16]3)[cH:9][cH:10]1.[ClH:22].[Na+:24].[OH-:23].[OH2:25]>>[NH2:4][c:5]1[cH:6][cH:7][c:8]([C:11]23[C:12](=[O:21])[N:13]([CH2:18][CH:19]=[CH2:20])[C:14](=[O:17])[CH:15]2[CH2:16]3)[cH:9][cH:10]1. The reactants are OCC(CNC(OC(C)(C)C)=O)(C)C (tert-butyl 3-hydroxy-2,2-dimethylpropylcarbamate), BrC=1C=CC=2N(C1)C(=NN2)C2=NC1=C(C=CC=C1C=C2)O (2-(6-bromo-[1,2,4]triazolo[4,3-a]pyridin-3-yl)quinolin-8-ol). The product is BrC=1C=CC=2N(C1)C(=NN2)C2=NC1=C(C=CC=C1C=C2)OCC(CNC(OC(C)(C)C)=O)(C)C (tert-butyl 3-(2-(6-bromo-[1,2,4]triazolo[4,3-a]pyridin-3-yl)quinolin-8-yloxy)-2,2-dimethylpropylcarbamate). Reaction SMILES: [OH:1][CH2:2][C:3]([CH3:14])([CH3:13])[CH2:4][NH:5][C:6](=[O:12])[O:7][C:8]([CH3:11])([CH3:10])[CH3:9].[Br:15][C:16]1[CH:17]=[CH:18][C:19]2[N:20]([C:22]([C:25]3[CH:34]=[CH:33][C:32]4[C:27](=[C:28](O)[CH:29]=[CH:30][CH:31]=4)[N:26]=3)=[N:23][N:24]=2)[CH:21]=1>>[Br:15][C:16]1[CH:17]=[CH:18][C:19]2[N:20]([C:22]([C:25]3[CH:34]=[CH:33][C:32]4[C:27](=[C:28]([O:1][CH2:2][C:3]([CH3:14])([CH3:13])[CH2:4][NH:5][C:6](=[O:12])[O:7][C:8]([CH3:9])([CH3:11])[CH3:10])[CH:29]=[CH:30][CH:31]=4)[N:26]=3)=[N:23][N:24]=2)[CH:21]=1. Reported procedure: Prepared as described in Example 9, Step A, using tert-butyl 3-hydroxy-2,2-dimethylpropylcarbamate in place of tert-butyl-4-hydroxypiperidine-1-carboxylate and 2-(6-bromo-[1,2,4]triazolo[4,3-a]pyridin-3-yl)quinolin-8-ol in place of 2-([1,2,4]triazolo[4,3-a]pyridin-3-yl)quinolin-8-ol. Reactants: C1(CCC1)C(CO)(CO)CO (2-cyclobutyl-2-hydroxymethylpropane-1,3-diol), C(OCC)(OCC)=O (diethyl carbonate), [OH-].[K+] (potassium hydroxide). Yields the product C1(CCC1)C1(COC1)CO (3-Cyclobutyl-3-hydroxymethyloxetane), liquid. Yield: 73.0%. RXN SMILES: [CH:1]1([C:5]([CH2:10][OH:11])([CH2:8]O)[CH2:6][OH:7])[CH2:4][CH2:3][CH2:2]1.C(=O)(OCC)OCC.[OH-].[K+]>>[CH:1]1([C:5]2([CH2:6][OH:7])[CH2:8][O:11][CH2:10]2)[CH2:2][CH2:3][CH2:4]1 |f:2.3|. Procedure: A mixture of 2-cyclobutyl-2-hydroxymethylpropane-1,3-diol (6.7 g, 42 mmol), diethyl carbonate (5.5 g, 46 mmol) and potassium hydroxide (0.1 g in 5 ml dry ethanol) was heated to reflux under nitrogen for 15 minutes. Ethanol was then distilled off at atmospheric pressure and the residue distilled under reduced pressure. 3-Cyclobutyl-3-hydroxymethyloxetane was obtained as a colourless liquid (4.3 g, 73%) bp 130°-160° C. at 30 mm Hg. Starting materials: N1(N=NC=C1)CCCCC1=CC=C(C=C1)O (4-(4-[1,2,3]triazol-1-yl-butyl)phenol), [H-].[Na+] (sodium hydride), O (water), ClCC1=NC(=CC=C1)C1=CC=C(C=C1)Cl (2-Chloromethyl-6-(4-chloro-phenyl)-pyridine). Run in CN(C=O)C (N,N-dimethylformamide). Conditions: temperature 0 celsius, time 30 minute. Yields the product ClC1=CC=C(C=C1)C1=NC(=CC=C1)COC1=CC=C(C=C1)CCCCN1N=NC=C1 (2-(4-Chloro-phenyl)-6-[4-(4-[1,2,3]triazol-1-yl-butyl)-phenoxymethyl]-pyridine). Isolated yield 45.8%. Reaction SMILES: [N:1]1([CH2:6][CH2:7][CH2:8][CH2:9][C:10]2[CH:15]=[CH:14][C:13]([OH:16])=[CH:12][CH:11]=2)[CH:5]=[CH:4][N:3]=[N:2]1.[H-].[Na+].Cl[CH2:20][C:21]1[CH:26]=[CH:25][CH:24]=[C:23]([C:27]2[CH:32]=[CH:31][C:30]([Cl:33])=[CH:29][CH:28]=2)[N:22]=1.O>CN(C)C=O>[Cl:33][C:30]1[CH:29]=[CH:28][C:27]([C:23]2[CH:24]=[CH:25][CH:26]=[C:21]([CH2:20][O:16][C:13]3[CH:12]=[CH:11][C:10]([CH2:9][CH2:8][CH2:7][CH2:6][N:1]4[CH:5]=[CH:4][N:3]=[N:2]4)=[CH:15][CH:14]=3)[N:22]=2)=[CH:32][CH:31]=1 |f:1.2|. Procedure details: A solution of 89 mg (0.42 mmol) 4-(4-[1,2,3]triazol-1-yl-butyl)phenol in 4.0 ml N,N-dimethylformamide was treated at 0° C. with 17 mg (0.42 mmol) of 60% sodium hydride and stirred at 0° C. for 30 min. Then 100 mg (0.42 mmol) 2-Chloromethyl-6-(4-chloro-phenyl)-pyridine [ZA 6706809] were added and stirred continued at r.t. over night. After addition of 8 ml water, the precipitate was isolated, washed thoroughly with water and n-heptane. The residue was dried at 40° C. and purified by LC-MS to give...